This data is from the Open Reaction Database (ORD), a public repository of structured organic reaction records. The task is: describe an organic reaction: reactants, conditions, products, and yield Starting materials: NC1=NC=2C=CC=CC2C2=C1N=C(N2CCCNCC2=CC=C(C=C2)CC(=O)OC)CCOC (Methyl 2-(4-((3-(4-amino-2-(2-methoxyethyl)-1H-imidazo[4,5-c]quinolin-1-yl)propylamino)methyl)phenyl)acetate), ClCC(=O)Cl (2-chloroacetyl chloride), N1CCCCC1 (Piperidine). Solvent: CC#N (MeCN). Conditions: time 7 hour. Product: NC1=NC=2C=CC=CC2C2=C1N=C(N2CCCN(C(CN2CCCCC2)=O)CC2=CC=C(C=C2)CC(=O)OC)CCOC (Methyl 2-(4-((N-(3-(4-amino-2-(2-methoxyethyl)-1H-imidazo[4,5-c]quinolin-1-yl)propyl)-2-(piperidin-1-yl)acetamido)methyl)phenyl)acetate). Isolated yield 9.6%. As a reaction SMILES: [NH2:1][C:2]1[C:11]2[N:12]=[C:13]([CH2:31][CH2:32][O:33][CH3:34])[N:14]([CH2:15][CH2:16][CH2:17][NH:18][CH2:19][C:20]3[CH:25]=[CH:24][C:23]([CH2:26][C:27]([O:29][CH3:30])=[O:28])=[CH:22][CH:21]=3)[C:10]=2[C:9]2[CH:8]=[CH:7][CH:6]=[CH:5][C:4]=2[N:3]=1.Cl[CH2:36][C:37](Cl)=[O:38].[NH:40]1[CH2:45][CH2:44][CH2:43][CH2:42][CH2:41]1>CC#N>[NH2:1][C:2]1[C:11]2[N:12]=[C:13]([CH2:31][CH2:32][O:33][CH3:34])[N:14]([CH2:15][CH2:16][CH2:17][N:18]([CH2:19][C:20]3[CH:21]=[CH:22][C:23]([CH2:26][C:27]([O:29][CH3:30])=[O:28])=[CH:24][CH:25]=3)[C:37](=[O:38])[CH2:36][N:40]3[CH2:45][CH2:44][CH2:43][CH2:42][CH2:41]3)[C:10]=2[C:9]2[CH:8]=[CH:7][CH:6]=[CH:5][C:4]=2[N:3]=1. Reported procedure: To the product from step (v) (180 mg) in MeCN (5 mL), 2-chloroacetyl chloride (44.0 mg) was added at 0° C. and stirred for 7 h. Piperidine (332 mg) was added and stirred at rt for 15 h. The solvent was removed and the crude product was purified by RPHPLC. The resulting residue was triturated with diethyl ether to afford the title compound as a white solid (22 mg). The reactants are COc1ccc(-c2cc(N)[nH]n2)cc1, Nc1cc[nH]n1, C1CCOC1, O=C1Nc2ccccc2C1=CO. The product is COc1ccc(-c2cc(NC=C3C(=O)Nc4ccccc43)[nH]n2)cc1. Reaction SMILES: [CH3:19][O:20][c:21]1[cH:22][cH:23][c:24](-[c:27]2[cH:28][c:29]([NH2:32])[nH:30][n:31]2)[cH:25][cH:26]1.[NH2:1][c:2]1[cH:3][cH:4][nH:5][n:6]1.[O:33]1[CH2:34][CH2:35][CH2:36][CH2:37]1.[OH:7][CH:8]=[C:9]1[C:10](=[O:18])[NH:11][c:12]2[cH:13][cH:14][cH:15][cH:16][c:17]21>>[CH:8](=[C:9]1[C:10](=[O:18])[NH:11][c:12]2[cH:13][cH:14][cH:15][cH:16][c:17]21)[NH:32][c:29]1[cH:28][c:27](-[c:24]2[cH:23][cH:22][c:21]([O:20][CH3:19])[cH:26][cH:25]2)[n:31][nH:30]1. Reactants: C(C)(C)(C)C=1C=C2C=NN(C(C2=CC1)=O)C1=C(COC(C)=O)C(=CC=C1)B1OC(C(O1)(C)C)(C)C (acetic acid 2-(6-tert-butyl-1-oxo-1H-phthalazin-2-yl)-6-(4,4,5,5-tetramethyl-[1,3,2]dioxaborolan-2-yl)-benzyl ester), C(C)OC(=O)C1=C(N=C(O1)Br)C (2-bromo-4-methyl-oxazole-5-carboxylic acid ethyl ester), C(=O)([O-])[O-].[K+].[K+] (K2CO3). The reagents and catalysts are C1=CC=C(C=C1)P([C-]2C=CC=C2)C3=CC=CC=C3.C1=CC=C(C=C1)P([C-]2C=CC=C2)C3=CC=CC=C3.Cl[Pd]Cl.[Fe+2] (Pd(dppf)Cl2). The solvent is O1CCOCC1.O (dioxane H2O). Reaction conditions: temperature 100 celsius, time 1.5 hour. Product: C(C)OC(=O)C1=C(N=C(O1)C1=C(C(=CC=C1)N1C(C2=CC=C(C=C2C=N1)C(C)(C)C)=O)COC(C)=O)C (2-[2-acetoxymethyl-3-(6-tert-butyl-1-oxo-1H-phthalazin-2-yl)-phenyl]-4-methyl-oxazole-5-carboxylic acid ethyl ester). RXN SMILES: [C:1]([C:5]1[CH:6]=[C:7]2[C:12](=[CH:13][CH:14]=1)[C:11](=[O:15])[N:10]([C:16]1[CH:26]=[CH:25][CH:24]=[C:23](B3OC(C)(C)C(C)(C)O3)[C:17]=1[CH2:18][O:19][C:20](=[O:22])[CH3:21])[N:9]=[CH:8]2)([CH3:4])([CH3:3])[CH3:2].[CH2:36]([O:38][C:39]([C:41]1[O:45][C:44](Br)=[N:43][C:42]=1[CH3:47])=[O:40])[CH3:37].C([O-])([O-])=O.[K+].[K+]>O1CCOCC1.O.C1C=CC(P(C2C=CC=CC=2)[C-]2C=CC=C2)=CC=1.C1C=CC(P(C2C=CC=CC=2)[C-]2C=CC=C2)=CC=1.Cl[Pd]Cl.[Fe+2]>[CH2:36]([O:38][C:39]([C:41]1[O:45][C:44]([C:23]2[CH:24]=[CH:25][CH:26]=[C:16]([N:10]3[N:9]=[CH:8][C:7]4[C:12](=[CH:13][CH:14]=[C:5]([C:1]([CH3:3])([CH3:2])[CH3:4])[CH:6]=4)[C:11]3=[O:15])[C:17]=2[CH2:18][O:19][C:20](=[O:22])[CH3:21])=[N:43][C:42]=1[CH3:47])=[O:40])[CH3:37] |f:2.3.4,5.6,7.8.9.10|. Procedure: Under N2, acetic acid 2-(6-tert-butyl-1-oxo-1H-phthalazin-2-yl)-6-(4,4,5,5-tetramethyl-[1,3,2]dioxaborolan-2-yl)-benzyl ester (preparation described in intermediate-4, 72 mg, 0.153 mmol), 2-bromo-4-methyl-oxazole-5-carboxylic acid ethyl ester (34 mg, 0.146 mmol), Pd(dppf)Cl2 (36 mg, 0.0438 mmol) and K2CO3 (61 mg, 0.438 mmol) were dissolved in dioxane/H2O (5:1, 6 mL). The reaction mixture was stirred at 100° C. for about 1.5 h. The solvent was removed under reduced pressure, and the residue was p... Starting materials: ClC1=CC=C(C=C1)C1C(CCCC1)=O (2-(4-Chloro-phenyl)-cyclohexanone), BrBr (bromine). Solvent: C(Cl)(Cl)Cl (chloroform), C(Cl)(Cl)Cl (chloroform). The product is BrC1CCCC(C1=O)C1=CC=C(C=C1)Cl (6-Bromo-2-(4-chloro-phenyl)-cyclohexanone). The yield is 107.2%. Reaction SMILES: [Cl:1][C:2]1[CH:7]=[CH:6][C:5]([CH:8]2[CH2:13][CH2:12][CH2:11][CH2:10][C:9]2=[O:14])=[CH:4][CH:3]=1.[Br:15]Br>C(Cl)(Cl)Cl>[Br:15][CH:10]1[C:9](=[O:14])[CH:8]([C:5]2[CH:4]=[CH:3][C:2]([Cl:1])=[CH:7][CH:6]=2)[CH2:13][CH2:12][CH2:11]1. Procedure details: 2-(4-Chloro-phenyl)-cyclohexanone (51 mg, 0.24 mmol) was dissolved in chloroform (1 mL). To this solution bromine (41.0 mg, 0.26 mmol) in chloroform (0.5 mL) was added drop wise at room temperature. The reaction was stirred for 1½ hours at room temperature. The solvent was removed under reduced pressure to yield the crude title compound (74 mg) which was used directly in the next step without further purification. Starting materials: O=C1NC2=C(CCN1C1CCN(CC1)C(=O)O[C@@H](C(=O)N1CCC(CC1)N1[C@H](CCC1)C(=O)O)CC1=CC(=C(C(=C1)C(F)(F)F)N)Cl)C=CC=C2 ((R)-1-(4-amino-3-chloro-5-trifluoromethyl-benzyl)-2-[4-((R)-2-carboxy-pyrrolidin-1-yl)-piperidin-1-yl]-2-oxo-ethyl 4-(2-oxo-1,2,4,5-tetrahydro-1,3-benzodiazepin-3-yl)-piperidine-1-carboxylate), N1(CCOCC1)CCO (2-morpholin-4-yl-ethanol). Product: O=C1NC2=C(CCN1C1CCN(CC1)C(=O)O[C@@H](C(=O)N1CCC(CC1)N1[C@H](CCC1)C(=O)OCCN1CCOCC1)CC1=CC(=C(C(=C1)C(F)(F)F)N)Cl)C=CC=C2 ((R)-1-(4-amino-3-chloro-5-trifluoromethyl-benzyl)-2-{4-[(R)-2-(2-morpholin-4-yl-ethoxycarbonyl)-pyrrolidin-1-yl]-piperidin-1-yl}-2-oxo-ethyl 4-(2-oxo-1,2,4,5-tetrahydro-1,3-benzodiazepin-3-yl)-piperidine-1-carboxylate). Reaction SMILES: [O:1]=[C:2]1[N:8]([CH:9]2[CH2:14][CH2:13][N:12]([C:15]([O:17][C@H:18]([CH2:35][C:36]3[CH:41]=[C:40]([C:42]([F:45])([F:44])[F:43])[C:39]([NH2:46])=[C:38]([Cl:47])[CH:37]=3)[C:19]([N:21]3[CH2:26][CH2:25][CH:24]([N:27]4[CH2:31][CH2:30][CH2:29][C@@H:28]4[C:32]([OH:34])=[O:33])[CH2:23][CH2:22]3)=[O:20])=[O:16])[CH2:11][CH2:10]2)[CH2:7][CH2:6][C:5]2[CH:48]=[CH:49][CH:50]=[CH:51][C:4]=2[NH:3]1.[N:52]1([CH2:58][CH2:59]O)[CH2:57][CH2:56][O:55][CH2:54][CH2:53]1>>[O:1]=[C:2]1[N:8]([CH:9]2[CH2:14][CH2:13][N:12]([C:15]([O:17][C@H:18]([CH2:35][C:36]3[CH:41]=[C:40]([C:42]([F:43])([F:45])[F:44])[C:39]([NH2:46])=[C:38]([Cl:47])[CH:37]=3)[C:19]([N:21]3[CH2:22][CH2:23][CH:24]([N:27]4[CH2:31][CH2:30][CH2:29][C@@H:28]4[C:32]([O:34][CH2:59][CH2:58][N:52]4[CH2:57][CH2:56][O:55][CH2:54][CH2:53]4)=[O:33])[CH2:25][CH2:26]3)=[O:20])=[O:16])[CH2:11][CH2:10]2)[CH2:7][CH2:6][C:5]2[CH:48]=[CH:49][CH:50]=[CH:51][C:4]=2[NH:3]1. Procedure details: Prepared analogously to Example 9.2 from 50 mg (0.07 mmol) (R)-1-(4-amino-3-chloro-5-trifluoromethyl-benzyl)-2-[4-((R)-2-carboxy-pyrrolidin-1-yl)-piperidin-1-yl]-2-oxo-ethyl 4-(2-oxo-1,2,4,5-tetrahydro-1,3-benzodiazepin-3-yl)-piperidine-1-carboxylate and 10.3 mg (0.08 mmol) 2-morpholin-4-yl-ethanol. Reactants: C([O-])([O-])=O (carbonate), ClC1=C(C(=O)O)C=C(C=C1)C1=NNN=C1 (2-chloro-5-(2H-[1,2,3]triazol-4-yl)-benzoic acid), ON1N=NC2=C1C=CC=C2 (1-hydroxybenzotriazole), polystyrene, CN(CCCN=C=NCC)C (1-(3-dimethylaminopropyl)-3-ethylcarbodiimide), N,N-dimethylaminopyridine, Cl.NCC1(CCCCCC1)O (1-aminomethyl-cycloheptanol hydrochloride), polystyrene. Run in CN(C)C=O (DMF). Run at time 10 minute. Yields the product ClC1=C(C(=O)NCC2(CCCCCC2)O)C=C(C=C1)C1=NNN=C1 (2-Chloro-N-(1-hydroxy-cycloheptylmethyl)-5-(2H-[1,2,3]triazol-4-yl)-benzamide). Isolated yield 46.4%. As a reaction SMILES: [Cl:1][C:2]1[CH:10]=[CH:9][C:8]([C:11]2[CH:15]=[N:14][NH:13][N:12]=2)=[CH:7][C:3]=1[C:4]([OH:6])=O.ON1C2C=CC=CC=2N=N1.CN(C)CCCN=C=NCC.Cl.[NH2:38][CH2:39][C:40]1([OH:47])[CH2:46][CH2:45][CH2:44][CH2:43][CH2:42][CH2:41]1.C(=O)([O-])[O-]>CN(C=O)C>[Cl:1][C:2]1[CH:10]=[CH:9][C:8]([C:11]2[CH:15]=[N:14][NH:13][N:12]=2)=[CH:7][C:3]=1[C:4]([NH:38][CH2:39][C:40]1([OH:47])[CH2:46][CH2:45][CH2:44][CH2:43][CH2:42][CH2:41]1)=[O:6] |f:3.4|. Procedure details: To a solution of 2-chloro-5-(2H-[1,2,3]triazol-4-yl)-benzoic acid (0.03 g, 0.136 mmol) in DMF (1.0 mL) was added 1-hydroxybenzotriazole (28 mg, 0.204 mmol), polystyrene supported 1-(3-dimethylaminopropyl)-3-ethylcarbodiimide (0.4 g, 0.4 mmol) and 1-aminomethyl-cycloheptanol hydrochloride (0.036 g, 0.204 mmol). The mixture was stirred at room temperature for 10 minutes, then polystyrene supported N,N-dimethylaminopyridine (0.2 g, 0.29 mmol) was added and the mixture was shaken at room temperature...